From a dataset of the Open Reaction Database (ORD), a public repository of structured organic reaction records. describe an organic reaction: reactants, conditions, products, and yield Starting materials: CO, COc1ccc(C=O)c(OC)c1, Cl, ClI. Yields the product COc1cc(OC)c(C=O)cc1I. RXN SMILES: [CH3:16][OH:17].[CH3:1][O:2][c:3]1[c:4]([CH:5]=[O:6])[cH:7][cH:8][c:9]([O:11][CH3:12])[cH:10]1.[ClH:15].[I:13][Cl:14]>>[CH3:1][O:2][c:3]1[c:4]([CH:5]=[O:6])[cH:7][c:8]([I:13])[c:9]([O:11][CH3:12])[cH:10]1. The reactants are FC1=CC=C(C=C1)N1N=CC2=CC\3=C(C=C12)CCCC(/C3=C/C3=NC=CC=C3)=O ((E)-1-(4-fluorophenyl)-5-(pyridin-2-ylmethylene)-5,7,8,9-tetrahydrocyclohepta[f]indazol-6(1H)-one). The reagents and catalysts are [OH-].[OH-].[Pd+2] (Pd(OH)2). The solvent is C1(=CC=CC=C1)C (toluene). Yields the product FC1=CC=C(C=C1)N1N=CC2=CC3=C(C=C12)CCCC(C3CC3=NC=CC=C3)=O (1-(4-fluorophenyl)-5-(pyridin-2-ylmethyl)-5,7,8,9-tetrahydrocyclohepta[f]indazol-6(1H)-one). Isolated yield 99.6%. Reaction SMILES: [F:1][C:2]1[CH:7]=[CH:6][C:5]([N:8]2[C:16]3[C:11](=[CH:12][C:13]4=[C:14]([CH2:17][CH2:18][CH2:19][C:20](=[O:29])/[C:21]/4=[CH:22]/[C:23]4[CH:28]=[CH:27][CH:26]=[CH:25][N:24]=4)[CH:15]=3)[CH:10]=[N:9]2)=[CH:4][CH:3]=1>C1(C)C=CC=CC=1.[OH-].[OH-].[Pd+2]>[F:1][C:2]1[CH:7]=[CH:6][C:5]([N:8]2[C:16]3[C:11](=[CH:12][C:13]4[CH:21]([CH2:22][C:23]5[CH:28]=[CH:27][CH:26]=[CH:25][N:24]=5)[C:20](=[O:29])[CH2:19][CH2:18][CH2:17][C:14]=4[CH:15]=3)[CH:10]=[N:9]2)=[CH:4][CH:3]=1 |f:2.3.4|. Procedure: A solution of (E)-1-(4-fluorophenyl)-5-(pyridin-2-ylmethylene)-5,7,8,9-tetrahydrocyclohepta[f]indazol-6(1H)-one (0.519 g, 1.354 mmol) in toluene (25 mL) containing 20% Pd(OH)2 (0.090 g, 0.128 mmol) was evacuated and placed under hydrogen. The mixture was stirred under an atmosphere of hydrogen provided via a balloon at rt for about 11 h then the catalyst was removed by filtration through Celite®. The filtrate was concentrated under reduced pressure to yield 1-(4-fluorophenyl)-5-(pyridin-2-ylmeth... The reactants are Br, CC(=O)O, CC(C)(C)n1cc(-c2ccc(Oc3ccccc3)cc2)c2c(N)ncnc21. Reaction SMILES: [BrH:28].[CH3:29][C:30](=[O:31])[OH:32].[NH2:1][c:2]1[c:3]2[c:4]([n:5][cH:6][n:7]1)[n:8]([C:24]([CH3:25])([CH3:26])[CH3:27])[cH:9][c:10]2-[c:11]1[cH:12][cH:13][c:14]([O:17][c:18]2[cH:19][cH:20][cH:21][cH:22][cH:23]2)[cH:15][cH:16]1>>[BrH:28].[NH2:1][c:2]1[c:3]2[c:4]([n:5][cH:6][n:7]1)[nH:8][cH:9][c:10]2-[c:11]1[cH:12][cH:13][c:14]([O:17][c:18]2[cH:19][cH:20][cH:21][cH:22][cH:23]2)[cH:15][cH:16]1. Product: Br, Nc1ncnc2[nH]cc(-c3ccc(Oc4ccccc4)cc3)c12. Reactants: O (water), CO (Methanol), C(C)(C)(C)OC(=O)NCC(=O)N[C@@H]1C[C@H](N(C1)C(=O)OC(C)(C)C)C(=O)O (trans-4-(N-tert-butoxycarbonylglycylamino)-N-tert-butoxycarbonyl-L-proline), [BH4-].[Li+] (lithium borohydride). Run in O1CCCC1 (tetrahydrofuran). Yields the product C(C)(C)(C)OC(=O)NCC(=O)N[C@@H]1C[C@H](N(C1)C(=O)OC(C)(C)C)CO ((2S,4R)-4-(N-tert-Butoxycarbonylglycylamino)-2-Hydroxymethyl-N-tert-Butoxycarbonylpyrrolidine). Isolated yield 97.8%. RXN SMILES: CO.[C:3]([O:7][C:8]([NH:10][CH2:11][C:12]([NH:14][C@H:15]1[CH2:19][N:18]([C:20]([O:22][C:23]([CH3:26])([CH3:25])[CH3:24])=[O:21])[C@H:17]([C:27](O)=[O:28])[CH2:16]1)=[O:13])=[O:9])([CH3:6])([CH3:5])[CH3:4].[BH4-].[Li+].O>O1CCCC1>[C:3]([O:7][C:8]([NH:10][CH2:11][C:12]([NH:14][C@H:15]1[CH2:19][N:18]([C:20]([O:22][C:23]([CH3:26])([CH3:25])[CH3:24])=[O:21])[C@H:17]([CH2:27][OH:28])[CH2:16]1)=[O:13])=[O:9])([CH3:4])([CH3:6])[CH3:5] |f:2.3|. Procedure: Methanol (8 mL) was added over a period of 1 hr to a refluxed mixture of trans-4-N-tert-butoxycarbonylglycylamino)-N-tert-butoxycarbonyl-L-proline methyl ester (Compound D103 (B), 1.39 g) and lithium borohydride (328 mg) in tetrahydrofuran (30 mL). After being cooled, water was added to the mixture and the product was extracted twice with chloroform. The combined organic layers were dried over anhydrous sodium sulfate, then evaporated in vacuo and the residue was purified by silica gel column ch... The reactants are Cc1cc(C(=O)Cl)on1, CC(C)=O, CCOC(=O)c1ccc(N)cc1. Product: CCOC(=O)c1ccc(NC(=O)c2cc(C)no2)cc1. RXN SMILES: [CH3:13][c:14]1[n:15][o:16][c:17]([C:19](=[O:20])[Cl:21])[cH:18]1.[CH3:22][C:23](=[O:24])[CH3:25].[NH2:1][c:2]1[cH:3][cH:4][c:5]([C:6](=[O:7])[O:8][CH2:9][CH3:10])[cH:11][cH:12]1>>[NH:1]([c:2]1[cH:3][cH:4][c:5]([C:6](=[O:7])[O:8][CH2:9][CH3:10])[cH:11][cH:12]1)[C:19]([c:17]1[o:16][n:15][c:14]([CH3:13])[cH:18]1)=[O:20]. Reactants: C[C@H]([C@@H](C)O)O ((R,R)-(−)-2,3-butanediol), [H-].[Na+] (sodium hydride), BrC=1C(=NC(=NC1)Cl)Cl (5-bromo-2,4-dichloropyrimidine). The solvent is C1CCOC1 (THF), C1CCOC1 (THF). Run at time 10 minute. The product is BrC=1C(=NC(=NC1)Cl)O[C@@H]([C@@H](C)O)C ((2R,3R)-3-[(5-bromo-2-chloropyrimidin-4-yl)oxy]-butan-2-ol). As a reaction SMILES: [CH3:1][C@@H:2]([OH:6])[C@H:3]([OH:5])[CH3:4].[H-].[Na+].[Br:9][C:10]1[C:11](Cl)=[N:12][C:13]([Cl:16])=[N:14][CH:15]=1>C1COCC1>[Br:9][C:10]1[C:11]([O:5][C@H:3]([CH3:4])[C@H:2]([OH:6])[CH3:1])=[N:12][C:13]([Cl:16])=[N:14][CH:15]=1 |f:1.2|. Procedure: A solution of 1.35 g (15.0 mmol) of (R,R)-(−)-2,3-butanediol in 50 ml of THF is mixed at 0° C. in portions with 480 mg (11.0 mmol) of sodium hydride (55% dispersion) and then stirred for 10 minutes at room temperature. The solution that is produced is added at 0° C. to 2.27 g (10.0 mmol) of 5-bromo-2,4-dichloropyrimidine in 25 ml of THF. The batch is slowly heated to room temperature and stirred for 12 hours. The solvent is drawn off, and the residue that is obtained is purified by chromatograph... The reactants are COC1=C(C2=C(C=CC=C2C=C1)CCC)OCOC (2-methoxy-1-methoxymethoxy-8-propylnaphthalene), O (water), C(C)(=O)OCC (ethyl acetate), Cl (hydrochloric acid). Run in CC(=O)C (acetone). Conditions: temperature 0 celsius, time 5 hour. The product is OC1=C(C=C(C2=CC=CC(=C12)CCC)C=O)OC (4-hydroxy-3-methoxy-5-propyl-1-naphthalenecarbaldehyde). As a reaction SMILES: [CH3:1][O:2][C:3]1[CH:12]=[CH:11][C:10]2[C:5](=[C:6]([CH2:13][CH2:14][CH3:15])[CH:7]=[CH:8][CH:9]=2)[C:4]=1[O:16]COC.Cl.O.[C:22](OCC)(=[O:24])C>CC(C)=O>[OH:16][C:4]1[C:5]2[C:10](=[CH:9][CH:8]=[CH:7][C:6]=2[CH2:13][CH2:14][CH3:15])[C:11]([CH:22]=[O:24])=[CH:12][C:3]=1[O:2][CH3:1]. Procedure: 206 g of 2-methoxy-1-methoxymethoxy-8-propylnaphthalene was dissolved in 1160 ml of acetone and cooled to 0° C. Diluted hydrochloric acid (concentrated hydrochloric acid 84 ml/water 206 ml) was added to the solution in 15 minutes, which was returned to room temperature at which the reaction was effected at 20° C. for 5 hours, followed by addition of water and extraction with ethyl acetate. The resultant organic phase was washed with a saturated saline solution to neutrality, dried with anhydrous...